From a dataset of the Open Reaction Database (ORD), a public repository of structured organic reaction records. describe an organic reaction: reactants, conditions, products, and yield Reactants: COC(CO)CO (2-methoxypropane-1,3-diol), ClC=1C2=C(N=CN1)OC(=C2C2=CC=C(C=C2)OC)C2=CC=CC=C2 (4-chloro-5-(4-methoxyphenyl)-6-phenylfuro[2,3-d]pyrimidine), C(CC(O)(C(=O)O)CC(=O)O)(=O)O (citric acid), potassium tert.-butylate. Solvent: C(C)(C)(C)OC (tert.-butylmethyl ether), O (water), C1CCOC1 (THF), C1CCOC1 (THF). Conditions: time 15 minute. Product: COC(CO)COC=1C2=C(N=CN1)OC(=C2C2=CC=C(C=C2)OC)C2=CC=CC=C2 ((+/−)-2-Methoxy-3-{[5-(4-methoxyphenyl)-6-phenylfuro[2,3-d]pyrimidin-4-yl]oxy}propan-1-ol). RXN SMILES: [CH3:1][O:2][CH:3]([CH2:6][OH:7])[CH2:4][OH:5].Cl[C:9]1[C:10]2[C:17]([C:18]3[CH:23]=[CH:22][C:21]([O:24][CH3:25])=[CH:20][CH:19]=3)=[C:16]([C:26]3[CH:31]=[CH:30][CH:29]=[CH:28][CH:27]=3)[O:15][C:11]=2[N:12]=[CH:13][N:14]=1.C(O)(=O)CC(CC(O)=O)(C(O)=O)O>C1COCC1.C(OC)(C)(C)C.O>[CH3:1][O:2][CH:3]([CH2:6][O:7][C:9]1[C:10]2[C:17]([C:18]3[CH:19]=[CH:20][C:21]([O:24][CH3:25])=[CH:22][CH:23]=3)=[C:16]([C:26]3[CH:27]=[CH:28][CH:29]=[CH:30][CH:31]=3)[O:15][C:11]=2[N:12]=[CH:13][N:14]=1)[CH2:4][OH:5]. Procedure details: Put 1.014 g (9.65 mmol) 2-methoxypropane-1,3-diol in 20 ml THF. Add 542 mg (4.825 mmol) potassium tert.-butylate and stir for 15 min at RT. Then cool to 0° C. and add a solution of 650 mg (1.93 mmol) 4-chloro-5-(4-methoxyphenyl)-6-phenylfuro[2,3-d]pyrimidine in 10 ml THF dropwise in the space of 30 min. Then leave to return to RT and stir overnight at RT. Next, dilute with tert.-butylmethyl ether and water. Acidify with 10% citric acid solution and separate the phases. Re-extract the aqueous pha... The reactants are C([O-])([O-])=O.[Li+].[Li+] (lithium carbonate), FC1=CC(=C(C#N)C=C1C)C(F)(F)F (4-fluoro-5-methyl-2-(trifluoromethyl)benzonitrile), OC(C)(C)[C@@H]1[C@@H](NCC1)C ((2S,3S)-3-(1-hydroxy-1-methylethyl)-2-methylpyrrolidine). The product is OC(C)(C)[C@@H]1[C@@H](N(CC1)C1=CC(=C(C#N)C=C1C)C(F)(F)F)C (4-[(2S,3S)-3-(1-hydroxy-1-methylethyl)-2-methylpyrrolidin-1-yl]-5-methyl-2-(trifluoromethyl)benzonitrile), solid. Reaction SMILES: F[C:2]1[C:9]([CH3:10])=[CH:8][C:5]([C:6]#[N:7])=[C:4]([C:11]([F:14])([F:13])[F:12])[CH:3]=1.[OH:15][C:16]([C@H:19]1[CH2:23][CH2:22][NH:21][C@H:20]1[CH3:24])([CH3:18])[CH3:17].C(=O)([O-])[O-].[Li+].[Li+]>>[OH:15][C:16]([C@H:19]1[CH2:23][CH2:22][N:21]([C:2]2[C:9]([CH3:10])=[CH:8][C:5]([C:6]#[N:7])=[C:4]([C:11]([F:14])([F:13])[F:12])[CH:3]=2)[C@H:20]1[CH3:24])([CH3:18])[CH3:17] |f:2.3.4|. Procedure details: Using 4-fluoro-5-methyl-2-(trifluoromethyl)benzonitrile (89 mg), (2S,3S)-3-(1-hydroxy-1-methylethyl)-2-methylpyrrolidine 1/2 oxalate (100 mg) and lithium carbonate (78 mg), the title compound was obtained as a colorless solid (yield: 17 mg) by an operation similar to that in Example 3. Starting materials: CC1=NN=C(O1)CC[C@@]1(CCN(C(O1)=O)[C@@H](C)C1=CC=C(C=C1)B1OC(C(O1)(C)C)(C)C)C1=CC=CC=C1 ((R)-6-(2-(5-methyl-1,3,4-oxadiazol-2-yl)ethyl)-6-phenyl-3-((S)-1-(4-(4,4,5,5-tetramethyl-1,3,2-dioxaborolan-2-yl)phenyl)ethyl)-1,3-oxazinan-2-one), BrC=1C=NC(=NC1)C (5-bromo-2-methylpyrimidine). Yields the product CC1=NN=C(O1)CC[C@@]1(CCN(C(O1)=O)[C@@H](C)C1=CC=C(C=C1)C=1C=NC(=NC1)C)C1=CC=CC=C1 ((R)-6-(2-(5-methyl-1,3,4-oxadiazol-2-yl)ethyl)-3-((S)-1-(4-(2-methylpyrimidin-5-yl)phenyl)ethyl)-6-phenyl-1,3-oxazinan-2-one). Reaction SMILES: [CH3:1][C:2]1[O:6][C:5]([CH2:7][CH2:8][C@@:9]2([C:33]3[CH:38]=[CH:37][CH:36]=[CH:35][CH:34]=3)[O:14][C:13](=[O:15])[N:12]([C@H:16]([C:18]3[CH:23]=[CH:22][C:21](B4OC(C)(C)C(C)(C)O4)=[CH:20][CH:19]=3)[CH3:17])[CH2:11][CH2:10]2)=[N:4][N:3]=1.Br[C:40]1[CH:41]=[N:42][C:43]([CH3:46])=[N:44][CH:45]=1>>[CH3:1][C:2]1[O:6][C:5]([CH2:7][CH2:8][C@@:9]2([C:33]3[CH:38]=[CH:37][CH:36]=[CH:35][CH:34]=3)[O:14][C:13](=[O:15])[N:12]([C@H:16]([C:18]3[CH:19]=[CH:20][C:21]([C:40]4[CH:41]=[N:42][C:43]([CH3:46])=[N:44][CH:45]=4)=[CH:22][CH:23]=3)[CH3:17])[CH2:11][CH2:10]2)=[N:4][N:3]=1. Procedure: The title compound was prepared from (R)-6-(2-(5-methyl-1,3,4-oxadiazol-2-yl)ethyl)-6-phenyl-3-((S)-1-(4-(4,4,5,5-tetramethyl-1,3,2-dioxaborolan-2-yl)phenyl)ethyl)-1,3-oxazinan-2-one and 5-bromo-2-methylpyrimidine following a procedure analogous to that described in Example 1 Step 2. LC-MS Method 2 tR=1.035 min, m/z=484.1; 1H NMR (CD3OD) 1.57 (m, 3H), 2.29 (m, 2H), 2.38 (m, 1H), 2.41 (s, 3H), 2.47 (m, 1H), 2.50 (m, 1H), 2.63 (m, 1H), 2.72 (s, 3H), 2.96 (m, 1H), 3.15 (m, 1H), 5.58 (m, 1H), 7.12 (... Starting materials: [OH-].[Na+] (Sodium hydroxide), C(C)C1=C2C(=CC(N(C2=CC(=N1)CC)CC1=CC=C(C=C1)C1=C(C=CC=C1)C=1N=NN(N1)C(C1=CC=CC=C1)(C1=CC=CC=C1)C1=CC=CC=C1)=O)SC1=CC=CC=C1 (5,7-diethyl-4-phenylthio-1-[(2'-(2-triphenylmethyl-2H-tetrazol-5-yl)biphenyl-4-yl)methyl]-1,6-naphthyridin-2(1H)-one), CO (methanol). The product is C(C)C1=C2C=CC(N(C2=CC(=N1)CC)CC1=CC=C(C=C1)C=1C(=CC=CC1)C(=O)O)=O (4'-[(5,7-diethyl-2-oxo-1,2-dihydro-1,6-naphthyridin-1-yl)methyl]biphenyl-2-carboxylic acid). Reaction SMILES: [OH-:1].[Na+].[CH2:3]([C:5]1[N:14]=[C:13]([CH2:15][CH3:16])[CH:12]=[C:11]2[C:6]=1[C:7](SC1C=CC=CC=1)=[CH:8][C:9](=[O:54])[N:10]2[CH2:17][C:18]1[CH:23]=[CH:22][C:21]([C:24]2[CH:29]=[CH:28][CH:27]=[CH:26][C:25]=2C2N=NN(C(C3C=CC=CC=3)(C3C=CC=CC=3)C3C=CC=CC=3)N=2)=[CH:20][CH:19]=1)[CH3:4].[CH3:62][OH:63]>>[CH2:3]([C:5]1[N:14]=[C:13]([CH2:15][CH3:16])[CH:12]=[C:11]2[C:6]=1[CH:7]=[CH:8][C:9](=[O:54])[N:10]2[CH2:17][C:18]1[CH:19]=[CH:20][C:21]([C:24]2[C:29]([C:62]([OH:63])=[O:1])=[CH:28][CH:27]=[CH:26][CH:25]=2)=[CH:22][CH:23]=1)[CH3:4] |f:0.1|. Procedure: 2M Sodium hydroxide solution (3 ml) was added to a solution of methyl 4'-[(5,7-diethyl-2-oxo-1,2-dihydro-1,6-naphthyridin-1-yl)methyl]biphenyl-2-carboxylate (A) (300 mg) in methanol (5 ml) and the mixture was heated at reflux for 2 hours. The mixture was cooled to ambient temperature and volatile material was removed by evaporation. The residue was dissolved in water and the solution adjusted to pH 5 with acetic acid. The precipitated solid was collected by filtration to give 4'-[(5,7-diethyl-2-... Starting materials: C(C)(=O)OC(C(=O)O)C(COC(C)=O)OC(C)=O (2,3,4-triacetoxy-butyric acid), S(=O)(Cl)Cl (thionyl chloride), desired material. Conditions: time 48 hour. Product: C(C)(=O)OC(COC(C)=O)C(C(=O)Cl)OC(C)=O (acetic acid 2,3-diacetoxy-3-chlorocarbonyl-propyl ester). Reaction SMILES: [C:1]([O:4][CH:5]([CH:9]([O:15][C:16](=[O:18])[CH3:17])[CH2:10][O:11][C:12](=[O:14])[CH3:13])[C:6](O)=[O:7])(=[O:3])[CH3:2].S(Cl)([Cl:21])=O>>[C:16]([O:15][CH:9]([CH:5]([O:4][C:1](=[O:3])[CH3:2])[C:6]([Cl:21])=[O:7])[CH2:10][O:11][C:12](=[O:14])[CH3:13])(=[O:18])[CH3:17]. Reported procedure: The 2,3,4-triacetoxy-butyric acid (25 g, 0.095 mol) was stirred in thionyl chloride (15.3 mL) at room temperature with a condenser fitted. The reaction was stirred for 48 hours and then the thionyl chloride was removed under reduced pressure to give an oil, which 1H and 13C NMR (CDCl3) showed to be the desired material (26.1 g, 98%). The yield is 46.0%. The solvent is C1(=CC=CC=C1)C (toluene). The reactants are COC=1C=C2C(=CC=NC2=CC1OC)OC1=CC=C(C=C1)N (6,7-Dimethoxy-4-(4-aminophenoxy)quinoline), C(CCC)N=C=O (n-butyl isocyanate). RXN SMILES: [CH3:1][O:2][C:3]1[CH:4]=[C:5]2[C:10](=[CH:11][C:12]=1[O:13][CH3:14])[N:9]=[CH:8][CH:7]=[C:6]2[O:15][C:16]1[CH:21]=[CH:20][C:19]([NH2:22])=[CH:18][CH:17]=1.[CH2:23]([N:27]=[C:28]=[O:29])[CH2:24][CH2:25][CH3:26]>C1(C)C=CC=CC=1>[CH2:23]([NH:27][C:28]([NH:22][C:19]1[CH:18]=[CH:17][C:16]([O:15][C:6]2[C:5]3[C:10](=[CH:11][C:12]([O:13][CH3:14])=[C:3]([O:2][CH3:1])[CH:4]=3)[N:9]=[CH:8][CH:7]=2)=[CH:21][CH:20]=1)=[O:29])[CH2:24][CH2:25][CH3:26]. The product is C(CCC)NC(=O)NC1=CC=C(C=C1)OC1=CC=NC2=CC(=C(C=C12)OC)OC (N-n-Butyl-N'-{4-[(6,7-dimethoxy-4-quinolyl)oxy]phenyl}urea). Procedure: 6,7-Dimethoxy-4-(4-aminophenoxy)quinoline (51 mg) was dissolved in toluene (3 ml) with heat, n-butyl isocyanate (0.2 ml) was added, and the admixture was refluxed with heat for 14 hours. The resulting residue was purified by chromatography on silica gel eluting with chloroform/acetone (10/1) to obtain 31 mg of the title compound (yield: 46%). Product: Nc1ccc(Oc2ccnc3[nH]ncc23)cc1. Reactants: C, Nc1ccc(Oc2ccnc3c2cnn3COCc2ccccc2)cc1, CO, Cl, [Pd]. Reaction SMILES: [C:30].[CH2:1]([O:2][CH2:3][n:10]1[n:11][cH:12][c:13]2[c:14]1[n:15][cH:16][cH:17][c:18]2[O:19][c:20]1[cH:21][cH:22][c:23]([NH2:24])[cH:25][cH:26]1)[c:4]1[cH:5][cH:6][cH:7][cH:8][cH:9]1.[CH3:27][OH:28].[ClH:29].[Pd:31]>>[nH:10]1[n:11][cH:12][c:13]2[c:14]1[n:15][cH:16][cH:17][c:18]2[O:19][c:20]1[cH:21][cH:22][c:23]([NH2:24])[cH:25][cH:26]1.